From a dataset of the Open Reaction Database (ORD), a public repository of structured organic reaction records. describe an organic reaction: reactants, conditions, products, and yield The reactants are ClC=1C=CC=C2C=C(C(=NC12)C1=C(C=CC=C1)OC(F)(F)F)C=O (8-chloro-2-(2-(trifluoromethoxy)phenyl)quinoline-3-carbaldehyde), O1CCCC1 (tetrahydrofuran), [BH4-].[Na+] (SODIUM BOROHYDRIDE). Conditions: temperature 0 celsius. Yields the product ClC=1C=CC=C2C=C(C(=NC12)C1=C(C=CC=C1)OC(F)(F)F)CO ((8-chloro-2-(2-(trifluoromethoxy)phenyl)quinolin-3-yl)methanol). RXN SMILES: [Cl:1][C:2]1[CH:3]=[CH:4][CH:5]=[C:6]2[C:11]=1[N:10]=[C:9]([C:12]1[CH:17]=[CH:16][CH:15]=[CH:14][C:13]=1[O:18][C:19]([F:22])([F:21])[F:20])[C:8]([CH:23]=[O:24])=[CH:7]2.O1CCCC1.[BH4-].[Na+]>>[Cl:1][C:2]1[CH:3]=[CH:4][CH:5]=[C:6]2[C:11]=1[N:10]=[C:9]([C:12]1[CH:17]=[CH:16][CH:15]=[CH:14][C:13]=1[O:18][C:19]([F:20])([F:21])[F:22])[C:8]([CH2:23][OH:24])=[CH:7]2 |f:2.3|. Procedure details: To a solution of 8-chloro-2-(2-(trifluoromethoxy)phenyl)quinoline-3-carbaldehyde (0.5427 g, 1.543 mmol) in tetrahydrofuran (7.715 mL, 1.543 mmol) at 0° C. was added SODIUM BOROHYDRIDE (0.08757 g, 2.315 mmol) and the mixture was stirred at 0° C. and allowed to warm to room temperature over 1 hour. After 1 h of stirring at 0° C., the mixture was partitioned between EtOAc (100 mL) and H2O (100 mL), and the organic layer was washed with brine (50 mL×2), dried over Na2SO4, filtered, and concentrated ... Reactants: O=C(Cl)c1ccccc1, C1CCOC1, N#CCc1c[nH]c2ccc(N)cc12, c1ccncc1. As a reaction SMILES: [C:1]([c:2]1[cH:3][cH:4][cH:5][cH:6][cH:7]1)(=[O:8])[Cl:9].[CH2:29]1[O:30][CH2:31][CH2:32][CH2:33]1.[NH2:16][c:17]1[cH:18][c:19]2[c:20]([CH2:26][C:27]#[N:28])[cH:21][nH:22][c:23]2[cH:24][cH:25]1.[cH:10]1[cH:11][cH:12][n:13][cH:14][cH:15]1>>[C:1]([c:2]1[cH:3][cH:4][cH:5][cH:6][cH:7]1)(=[O:8])[NH:16][c:17]1[cH:18][c:19]2[c:20]([CH2:26][C:27]#[N:28])[cH:21][nH:22][c:23]2[cH:24][cH:25]1. Yields the product N#CCc1c[nH]c2ccc(NC(=O)c3ccccc3)cc12. Reactants: COc1cc(OC)cc(C(=CC#N)c2cccc(OCc3ccccc3)c2)c1, C1=CCCCC1, CCO, [OH-], [OH-], [Pd+2]. Product: COc1cc(OC)cc(C(=CC#N)c2cccc(O)c2)c1. RXN SMILES: [CH2:1]([c:2]1[cH:3][cH:4][cH:5][cH:6][cH:7]1)[O:8][c:9]1[cH:10][c:11]([C:15](=[CH:16][C:17]#[N:18])[c:19]2[cH:20][c:21]([O:27][CH3:28])[cH:22][c:23]([O:25][CH3:26])[cH:24]2)[cH:12][cH:13][cH:14]1.[CH2:29]1[CH2:30][CH:31]=[CH:32][CH2:33][CH2:34]1.[CH3:38][CH2:39][OH:40].[OH-:35].[OH-:37].[Pd+2:36]>>[OH:8][c:9]1[cH:10][c:11]([C:15](=[CH:16][C:17]#[N:18])[c:19]2[cH:20][c:21]([O:27][CH3:28])[cH:22][c:23]([O:25][CH3:26])[cH:24]2)[cH:12][cH:13][cH:14]1. Reactants: COC(=O)c1ccc(OS(=O)(=O)C(F)(F)F)c(C(C)(C)C)c1, O=C([O-])[O-], COc1ccc(F)c(B(O)O)c1, [K+], [K+], CN(C)C=O, O, c1ccc(P(c2ccccc2)(c2ccccc2)[Pd](P(c2ccccc2)(c2ccccc2)c2ccccc2)(P(c2ccccc2)(c2ccccc2)c2ccccc2)P(c2ccccc2)(c2ccccc2)c2ccccc2)cc1. The product is COC(=O)c1ccc(-c2cc(OC)ccc2F)c(C(C)(C)C)c1. RXN SMILES: [C:1]([CH3:2])([CH3:3])([CH3:4])[c:5]1[cH:6][c:7]([C:8](=[O:9])[O:10][CH3:11])[cH:12][cH:13][c:14]1[O:15][S:16]([C:17]([F:18])([F:19])[F:20])(=[O:21])=[O:22].[C:40](=[O:41])([O-:42])[O-:43].[F:28][c:29]1[c:30]([B:37]([OH:38])[OH:39])[cH:31][c:32]([O:35][CH3:36])[cH:33][cH:34]1.[K+:44].[K+:45].[O:23]=[CH:24][N:25]([CH3:26])[CH3:27].[OH2:46].[cH:47]1[cH:48][cH:49][c:50]([P:51]([Pd:52]([P:53]([c:54]2[cH:55][cH:56][cH:57][cH:58][cH:59]2)([c:60]2[cH:61][cH:62][cH:63][cH:64][cH:65]2)[c:66]2[cH:67][cH:68][cH:69][cH:70][cH:71]2)([P:72]([c:73]2[cH:74][cH:75][cH:76][cH:77][cH:78]2)([c:79]2[cH:80][cH:81][cH:82][cH:83][cH:84]2)[c:85]2[cH:86][cH:87][cH:88][cH:89][cH:90]2)[P:91]([c:92]2[cH:93][cH:94][cH:95][cH:96][cH:97]2)([c:98]2[cH:99][cH:100][cH:101][cH:102][cH:103]2)[c:104]2[cH:105][cH:106][cH:107][cH:108][cH:109]2)([c:110]2[cH:111][cH:112][cH:113][cH:114][cH:115]2)[c:116]2[cH:117][cH:118][cH:119][cH:120][cH:121]2)[cH:122][cH:123]1>>[C:1]([CH3:2])([CH3:3])([CH3:4])[c:5]1[cH:6][c:7]([C:8](=[O:9])[O:10][CH3:11])[cH:12][cH:13][c:14]1-[c:30]1[c:29]([F:28])[cH:34][cH:33][c:32]([O:35][CH3:36])[cH:31]1. Reactants: COC(CCCNC(CNC(CNC(=O)OCC1C2=CC=CC=C2C2=CC=CC=C12)=O)=O)OC(C1=CC=CC=C1)(C1=CC=C(C=C1)OC)C1=CC=CC=C1 (Fmoc-glycylglycine-4,4′-dimethoxytrityloxybutylamide), N1CCCCC1 (piperidine). The solvent is C(C)#N (acetonitrile). Reaction conditions: time 8 hour. Product: COC(CCCNC(CNC(CN)=O)=O)OC(C1=CC=CC=C1)(C1=CC=C(C=C1)OC)C1=CC=CC=C1 (glycylglycine-4,4′-dimethoxytrityloxybutylamide). The yield is 54.2%. As a reaction SMILES: [CH3:1][O:2][CH:3]([O:33][C:34]([C:49]1[CH:54]=[CH:53][CH:52]=[CH:51][CH:50]=1)([C:41]1[CH:46]=[CH:45][C:44]([O:47][CH3:48])=[CH:43][CH:42]=1)[C:35]1[CH:40]=[CH:39][CH:38]=[CH:37][CH:36]=1)[CH2:4][CH2:5][CH2:6][NH:7][C:8](=[O:32])[CH2:9][NH:10][C:11](=[O:31])[CH2:12][NH:13]C(OCC1C2C(=CC=CC=2)C2C1=CC=CC=2)=O.N1CCCCC1>C(#N)C>[CH3:1][O:2][CH:3]([O:33][C:34]([C:49]1[CH:54]=[CH:53][CH:52]=[CH:51][CH:50]=1)([C:41]1[CH:46]=[CH:45][C:44]([O:47][CH3:48])=[CH:43][CH:42]=1)[C:35]1[CH:40]=[CH:39][CH:38]=[CH:37][CH:36]=1)[CH2:4][CH2:5][CH2:6][NH:7][C:8](=[O:32])[CH2:9][NH:10][C:11](=[O:31])[CH2:12][NH2:13]. Procedure: To compound 13 (3.00 g, 4.12 mmol) were added acetonitrile (5 mL) and piperidine (2.4 mL) at room temperature, and the mixture was stirred at room temperature overnight. The solvent was evaporated under reduced pressure, and the obtained residue was subjected to silica gel column chromatography (eluent: dichloromethane-methanol (9:1)+0.05% pyridine) to give glycylglycine-4,4′-dimethoxytrityloxybutylamide (14) (1.13 g, 54%). The instrumental analysis values of glycylglycine-4,4′-dimethoxytritylox... Starting materials: Brc1ccc(Br)cc1, O=C1CCC1, C1CCOC1, [Li]CCCC, [Cl-], [NH4+]. Product: OC1(c2ccc(Br)cc2)CCC1. RXN SMILES: [Br:1][c:2]1[cH:3][cH:4][c:5]([Br:6])[cH:7][cH:8]1.[C:14]1(=[O:18])[CH2:15][CH2:16][CH2:17]1.[CH2:21]1[O:22][CH2:23][CH2:24][CH2:25]1.[CH3:9][CH2:10][CH2:11][CH2:12][Li:13].[Cl-:19].[NH4+:20]>>[c:2]1([C:14]2([OH:18])[CH2:15][CH2:16][CH2:17]2)[cH:3][cH:4][c:5]([Br:6])[cH:7][cH:8]1. As a reaction SMILES: [C:1]([CH3:2])([CH3:3])([CH3:4])[Si:5]([O:6][CH:7]1[CH2:8][CH:9]([O:29][Si:30]([CH3:31])([CH3:32])[C:33]([CH3:34])([CH3:35])[CH3:36])[CH2:10][C:11]2=[CH:12][CH:13]=[C:14]3[CH:15]4[CH2:16][CH:17]=[C:18]([CH:19]([CH3:20])[OH:21])[C:22]4([CH3:28])[CH2:23][CH2:24][CH:25]3[C:26]12[CH3:27])([CH3:37])[CH3:38].[Cl:60][CH2:61][Cl:62].[Cr:39]([O:40][Cr:41]([O-:42])(=[O:43])=[O:44])([O-:45])(=[O:46])=[O:47].[nH+:48]1[cH:49][cH:50][cH:51][cH:52][cH:53]1.[nH+:54]1[cH:55][cH:56][cH:57][cH:58][cH:59]1>>[C:1]([CH3:2])([CH3:3])([CH3:4])[Si:5]([O:6][CH:7]1[CH2:8][CH:9]([O:29][Si:30]([CH3:31])([CH3:32])[C:33]([CH3:34])([CH3:35])[CH3:36])[CH2:10][C:11]2=[CH:12][CH:13]=[C:14]3[CH:15]4[CH2:16][CH:17]=[C:18]([C:19]([CH3:20])=[O:21])[C:22]4([CH3:28])[CH2:23][CH2:24][CH:25]3[C:26]12[CH3:27])([CH3:37])[CH3:38]. Product: CC(=O)C1=CCC2C3=CC=C4CC(O[Si](C)(C)C(C)(C)C)CC(O[Si](C)(C)C(C)(C)C)C4(C)C3CCC12C. Reactants: CC(O)C1=CCC2C3=CC=C4CC(O[Si](C)(C)C(C)(C)C)CC(O[Si](C)(C)C(C)(C)C)C4(C)C3CCC12C, ClCCl, O=[Cr](=O)([O-])O[Cr](=O)(=O)[O-], c1cc[nH+]cc1, c1cc[nH+]cc1. The reactants are C(\C=C\C1=CC(O)=C(O)C=C1)(=O)O (Caffeic acid), C([O-])(O)=O.[Na+] (sodium bicarbonate), O (water), S(O)(O)(=O)=O (sulphuric acid), C(C)O (ethanol). Solvent: C(C)(=O)OCC (ethyl acetate). Product: C(\C=C\C1=CC(O)=C(O)C=C1)(=O)OCC (ethyl caffeate). Reaction SMILES: [C:1]([OH:13])(=[O:12])/[CH:2]=[CH:3]/[C:4]1[CH:11]=[CH:10][C:8]([OH:9])=[C:6]([OH:7])[CH:5]=1.S(=O)(=O)(O)O.O.C(=O)(O)[O-].[Na+].[CH2:25](O)[CH3:26]>C(OCC)(=O)C>[C:1]([O:13][CH2:25][CH3:26])(=[O:12])/[CH:2]=[CH:3]/[C:4]1[CH:11]=[CH:10][C:8]([OH:9])=[C:6]([OH:7])[CH:5]=1 |f:3.4|. Procedure details: Ethyl caffeate was prepared as follows. Caffeic acid (1 g) was boiled under reflux in absolute ethanol (30 ml) in the presence of concentrated sulphuric acid (0.5 ml) for two hours. The reaction mixture was then poured into water (100 ml), and then ethyl acetate (100 ml) and 0.1M sodium bicarbonate solution (100 ml) were added. The organic phase was washed successively with 0.1M sodium bicarbonate solution (3×100 ml) and water (2×100 ml) before being dried (sodium sulphate, anhydrous), filtered ... Starting materials: c1(cccnc1)I, c1(n(ccn1)C)N. Reagents/catalysts: c1ccc(cc1)-c2c3ccccc3cc4ccccc24 (9-Phenylanthracene), C(=O)([O-])[O-].[Cs+].[Cs+] (Cs2CO3), c1(c2c(P(C3CCCCC3)C3CCCCC3)c(ccc2OC)OC)c(cc(cc1C(C)C)C(C)C)C(C)C (BrettPhos), C(O[Pd]OC(C)=O)(C)=O (Pd(OAc)2). The solvent is CCC(C)(C)O (t-AmOH). Conditions: temperature 110 celsius, time 30 hour. Yields the product Cn1ccnc1Nc2cccnc2. As a reaction SMILES: [CH3:1][n:2]1[c:6]([NH2:7])[n:5][cH:4][cH:3]1.I[c:8]1[cH:13][n:12][cH:11][cH:10][cH:9]1>>[CH3:1][n:2]1[c:6]([NH:7][c:8]2[cH:13][n:12][cH:11][cH:10][cH:9]2)[n:5][cH:4][cH:3]1.